This data is from the Open Reaction Database (ORD), a public repository of structured organic reaction records. The task is: describe an organic reaction: reactants, conditions, products, and yield Starting materials: C(C1=CC=CC=C1)OC(=O)NC(C(=O)O)CC=1OC=CC1 ((RS)-α-(1-benzyloxyformamido)-3-(furan-2-yl)propionic acid), N[C@H]([C@H]([C@@H](O)C1CC1)O)CC1CCCCC1 ((1S,2R,3S)-3-amino-4-cyclohexyl-1-cyclopropyl-1,2-butanediol). The product is NC(C(=O)N[C@H]([C@H]([C@@H](O)C1CC1)O)CC1CCCCC1)CC=1OC=CC1 (rac-α-amino-N-[(1S,2R,3S)-1-(cyclohexylmethyl)-3-cyclopropyl-2,3-dihydroxypropyl]-3-(furan-2-yl)propionamide). Reaction SMILES: C(OC([NH:11][CH:12]([CH2:16][C:17]1[O:18][CH:19]=[CH:20][CH:21]=1)[C:13]([OH:15])=O)=O)C1C=CC=CC=1.[NH2:22][C@@H:23]([CH2:31][CH:32]1[CH2:37][CH2:36][CH2:35][CH2:34][CH2:33]1)[C@@H:24]([OH:30])[C@H:25]([CH:27]1[CH2:29][CH2:28]1)[OH:26]>>[NH2:11][CH:12]([CH2:16][C:17]1[O:18][CH:19]=[CH:20][CH:21]=1)[C:13]([NH:22][C@@H:23]([CH2:31][CH:32]1[CH2:37][CH2:36][CH2:35][CH2:34][CH2:33]1)[C@@H:24]([OH:30])[C@H:25]([CH:27]1[CH2:29][CH2:28]1)[OH:26])=[O:15]. Reported procedure: In an analogous manner to that described above, by the condensation of (RS)-α-(1-benzyloxyformamido)-3-(furan-2-yl)propionic acid [J. Biol. Chem. 171, 383 (1947)]and (1S,2R,3S)-3-amino-4-cyclohexyl-1-cyclopropyl-1,2-butanediol followed by catalytic hydrogenation there was obtained rac-α-amino-N-[(1S,2R,3S)-1-(cyclohexylmethyl)-3-cyclopropyl-2,3-dihydroxypropyl]-3-(furan-2-yl)propionamide, MS: 365 (M+H)+, as a colourless foam. The reactants are NC1=CC=C(C=C1)N1C2=C(NC(CC1=O)=O)C1=CC=CC=C1C=C2 (5-(4-aminophenyl)-1H-naphtho[1,2-b][1,4]diazepine-2,4(3H,5H)-dione), FC(C1=C(C=CC=C1)S(=O)(=O)Cl)(F)F (2-(trifluoromethyl)benzene-1-sulfonyl chloride). The product is O=C1CC(N(C2=C(N1)C1=CC=CC=C1C=C2)C2=CC=C(C=C2)NS(=O)(=O)C2=C(C=CC=C2)C(F)(F)F)=O (N-[4-(2,4-Dioxo-1,2,3,4-tetrahydronaphtho[1,2-b][1,4]diazepin-5-yl)phenyl]-2-trifluoromethylbenzenesulfonamide). The yield is 94.0%. As a reaction SMILES: [NH2:1][C:2]1[CH:7]=[CH:6][C:5]([N:8]2[C:14](=[O:15])[CH2:13][C:12](=[O:16])[NH:11][C:10]3[C:17]4[C:22]([CH:23]=[CH:24][C:9]2=3)=[CH:21][CH:20]=[CH:19][CH:18]=4)=[CH:4][CH:3]=1.[F:25][C:26]([F:38])([F:37])[C:27]1[CH:32]=[CH:31][CH:30]=[CH:29][C:28]=1[S:33](Cl)(=[O:35])=[O:34]>>[O:16]=[C:12]1[NH:11][C:10]2[C:17]3[C:22]([CH:23]=[CH:24][C:9]=2[N:8]([C:5]2[CH:6]=[CH:7][C:2]([NH:1][S:33]([C:28]4[CH:29]=[CH:30][CH:31]=[CH:32][C:27]=4[C:26]([F:25])([F:37])[F:38])(=[O:35])=[O:34])=[CH:3][CH:4]=2)[C:14](=[O:15])[CH2:13]1)=[CH:21][CH:20]=[CH:19][CH:18]=3. Reported procedure: By using 5-(4-aminophenyl)-1H-naphtho[1,2-b][1,4]diazepine-2,4(3H,5H)-dione obtained in Example 1, (3), and 2-(trifluoromethyl)benzene-1-sulfonyl chloride, the title compound (yield 94%) was obtained in the same manner as that of Example 145. Starting materials: [BH4-].[Na+] (sodium borohydride), C1(=CC=CC=C1)P(C1=C(C=N[C@H]2[C@@H](CCCC2)N=CC2=C(C=CC=C2)P(C2=CC=CC=C2)C2=CC=CC=C2)C=CC=C1)C1=CC=CC=C1 (trans-N,N′-bis(2-diphenylphosphanylbenzylidene)cyclohexane-1,2-diamine), O (water). Run in CO (methanol). Product: C1(=CC=CC=C1)P(C1=C(CN[C@H]2[C@@H](CCCC2)NCC2=C(C=CC=C2)P(C2=CC=CC=C2)C2=CC=CC=C2)C=CC=C1)C1=CC=CC=C1 (trans-N,N′-Bis(2-diphenylphosphanylbenzyl)cyclohexane-1,2-diamine). RXN SMILES: [BH4-].[Na+].[C:3]1([P:9]([C:45]2[CH:50]=[CH:49][CH:48]=[CH:47][CH:46]=2)[C:10]2[CH:44]=[CH:43][CH:42]=[CH:41][C:11]=2[CH:12]=[N:13][C@@H:14]2[CH2:19][CH2:18][CH2:17][CH2:16][C@H:15]2[N:20]=[CH:21][C:22]2[CH:27]=[CH:26][CH:25]=[CH:24][C:23]=2[P:28]([C:35]2[CH:40]=[CH:39][CH:38]=[CH:37][CH:36]=2)[C:29]2[CH:34]=[CH:33][CH:32]=[CH:31][CH:30]=2)[CH:8]=[CH:7][CH:6]=[CH:5][CH:4]=1.O>CO>[C:35]1([P:28]([C:29]2[CH:30]=[CH:31][CH:32]=[CH:33][CH:34]=2)[C:23]2[CH:24]=[CH:25][CH:26]=[CH:27][C:22]=2[CH2:21][NH:20][C@@H:15]2[CH2:16][CH2:17][CH2:18][CH2:19][C@H:14]2[NH:13][CH2:12][C:11]2[CH:41]=[CH:42][CH:43]=[CH:44][C:10]=2[P:9]([C:3]2[CH:4]=[CH:5][CH:6]=[CH:7][CH:8]=2)[C:45]2[CH:46]=[CH:47][CH:48]=[CH:49][CH:50]=2)[CH:36]=[CH:37][CH:38]=[CH:39][CH:40]=1 |f:0.1|. Reported procedure: 1.14 g (30 mmol) of sodium borohydride are added a little at a time to a solution of 3.30 g (5.0 mmol) of trans-N,N′-bis(2-diphenylphosphanylbenzylidene)cyclohexane-1,2-diamine in 60 ml of methanol. The solution is refluxed for 24 hours and, after cooling to room temperature, admixed with 20 ml of water. The organic phase is extracted with 3×50 ml of dichloromethane and the combined organic phases are washed with 2×30 ml of 10% ammonium chloride solution and 30 ml of water. After drying over mag... Reactants: O=C(OCCl)OCCCOCc1ccccc1, CC#N, [I-], [Na+], O. Product: O=C(OCI)OCCCOCc1ccccc1. RXN SMILES: [C:1]([O:2][CH2:3][CH2:4][CH2:5][O:6][CH2:7][c:8]1[cH:9][cH:10][cH:11][cH:12][cH:13]1)([O:14][CH2:15][Cl:16])=[O:17].[CH3:21][C:22]#[N:23].[I-:19].[Na+:18].[OH2:20]>>[C:1]([O:2][CH2:3][CH2:4][CH2:5][O:6][CH2:7][c:8]1[cH:9][cH:10][cH:11][cH:12][cH:13]1)([O:14][CH2:15][I:19])=[O:17]. Reactants: BrC1=C2CC(CC(C2=C(C=C1)O)=O)C (5-bromo-8-hydroxy-3-methyl-1,2,3,4-tetrahydronaphthalen-1-one), C(CCC)[Sn](C=1SC=CN1)(CCCC)CCCC (2-(tri-n-butylstannyl)thiazole). The reagents and catalysts are C=1C=CC(=CC1)[P](C=2C=CC=CC2)(C=3C=CC=CC3)[Pd]([P](C=4C=CC=CC4)(C=5C=CC=CC5)C=6C=CC=CC6)([P](C=7C=CC=CC7)(C=8C=CC=CC8)C=9C=CC=CC9)[P](C=1C=CC=CC1)(C=1C=CC=CC1)C=1C=CC=CC1 (Tetrakis(triphenylphosphine)palladium(0)). Solvent: O1CCOCC1 (dioxan). Product: OC=1C=CC(=C2CC(CC(C12)=O)C)C=1SC=CN1 (8-Hydroxy-3-methyl-5-(thiazol-2-yl)-1,2,3,4-tetrahydronaphthalen-1-one). Yield: 61.1%. RXN SMILES: Br[C:2]1[CH:11]=[CH:10][C:9]([OH:12])=[C:8]2[C:3]=1[CH2:4][CH:5]([CH3:14])[CH2:6][C:7]2=[O:13].C([Sn](CCCC)(CCCC)[C:20]1[S:21][CH:22]=[CH:23][N:24]=1)CCC>O1CCOCC1.C1C=CC([P]([Pd]([P](C2C=CC=CC=2)(C2C=CC=CC=2)C2C=CC=CC=2)([P](C2C=CC=CC=2)(C2C=CC=CC=2)C2C=CC=CC=2)[P](C2C=CC=CC=2)(C2C=CC=CC=2)C2C=CC=CC=2)(C2C=CC=CC=2)C2C=CC=CC=2)=CC=1>[OH:12][C:9]1[CH:10]=[CH:11][C:2]([C:20]2[S:21][CH:22]=[CH:23][N:24]=2)=[C:3]2[C:8]=1[C:7](=[O:13])[CH2:6][CH:5]([CH3:14])[CH2:4]2 |^1:42,44,63,82|. Reported procedure: A solution of 5-bromo-8-hydroxy-3-methyl-1,2,3,4-tetrahydronaphthalen-1-one (3.0 g, 0.012 mol) and 2-(tri-n-butylstannyl)thiazole (6.4 g, 0.17 mol) in dioxan (100 mL) was degassed with nitrogen for 30 min. Tetrakis(triphenylphosphine)palladium(0) (1 g) was added and the mixture heated at reflux for 48 h. The solvent was evaporated and the residue chromatographed on silica gel, eluting with EtOAc:hexane (1:4). The title compound (1.9 g, 62%) was isolated as a yellow oil. 1H NMR (360 MHz, CDCl3) δ... The reactants are N (Ammonia), ClC1=C(NC(=C1)C(=O)Cl)C(=O)OC (methyl 3-chloro-5-(chlorocarbonyl)-1H-pyrrole-2-carboxylate). Run in C1CCOC1 (THF). Product: NC(=O)C1=CC(=C(N1)C(=O)OC)Cl (Methyl 5-(aminocarbonyl)-3-chloro-1H-pyrrole-2-carboxylate). Isolated yield 51.1%. RXN SMILES: [NH3:1].[Cl:2][C:3]1[CH:7]=[C:6]([C:8](Cl)=[O:9])[NH:5][C:4]=1[C:11]([O:13][CH3:14])=[O:12]>C1COCC1>[NH2:1][C:8]([C:6]1[NH:5][C:4]([C:11]([O:13][CH3:14])=[O:12])=[C:3]([Cl:2])[CH:7]=1)=[O:9]. Procedure details: Ammonia (5.8 mL, 2.9 mmol) was added to a solution of methyl 3-chloro-5-(chlorocarbonyl)-1H-pyrrole-2-carboxylate (0.15 g, 0.58 mmol) in THF and the resulting solution stirred until no starting material was evident by TLC. The solvent was evaporated and purification was accomplished by silica gel column chromatography (30 to 100% EtOAc/hexanes) to afford the title compound (0.060 g, 51%) as a white solid. 1H NMR (400 MHz, DMSO-d6) δ ppm 12.29 (br. s., 1H), 7.82 (br. s., 1H), 7.47 (br. s., 1H), 6...